This data is from the Open Reaction Database (ORD), a public repository of structured organic reaction records. The task is: describe an organic reaction: reactants, conditions, products, and yield Starting materials: N#Cc1cc2c(Oc3ccc(NC(=O)Nc4nccs4)c(F)c3)ccnc2cc1OCC1CO1, CCNCC, C1CCOC1. The product is CCN(CC)CC(O)COc1cc2nccc(Oc3ccc(NC(=O)Nc4nccs4)c(F)c3)c2cc1C#N. As a reaction SMILES: [C:6](#[N:7])[c:8]1[cH:9][c:10]2[c:11]([O:23][c:24]3[cH:25][c:26]([F:39])[c:27]([NH:30][C:31](=[O:32])[NH:33][c:34]4[s:35][cH:36][cH:37][n:38]4)[cH:28][cH:29]3)[cH:12][cH:13][n:14][c:15]2[cH:16][c:17]1[O:18][CH2:19][CH:20]1[O:21][CH2:22]1.[CH2:1]([CH3:2])[NH:3][CH2:4][CH3:5].[O:40]1[CH2:41][CH2:42][CH2:43][CH2:44]1>>[CH2:1]([CH3:2])[N:3]([CH2:4][CH3:5])[CH2:22][CH:20]([CH2:19][O:18][c:17]1[c:8]([C:6]#[N:7])[cH:9][c:10]2[c:11]([O:23][c:24]3[cH:25][c:26]([F:39])[c:27]([NH:30][C:31](=[O:32])[NH:33][c:34]4[s:35][cH:36][cH:37][n:38]4)[cH:28][cH:29]3)[cH:12][cH:13][n:14][c:15]2[cH:16]1)[OH:21].